Task: describe an organic reaction: reactants, conditions, products, and yield. Dataset: the Open Reaction Database (ORD), a public repository of structured organic reaction records Starting materials: CC=1C=C(OCCNC(CC2=CC(=C(C=C2)OCCN=[N+]=[N-])OC)=O)C=CC1C (N-{2-(3,4-dimethylphenoxy)ethyl}-4-(2-azidoethoxy)-3-methoxyphenylacetamide). The reagents and catalysts are [Pd] (Pd/C). The solvent is CO (methanol). Reaction conditions: time 5 hour. The product is CC=1C=C(OCCNC(CC2=CC(=C(C=C2)OCCN)OC)=O)C=CC1C (N-{2-(3,4-dimethylphenoxy)ethyl}-4-(2-aminoethoxy)-3-methoxyphenylacetamide). The yield is 64.4%. Reaction SMILES: [CH3:1][C:2]1[CH:3]=[C:4]([CH:26]=[CH:27][C:28]=1[CH3:29])[O:5][CH2:6][CH2:7][NH:8][C:9](=[O:25])[CH2:10][C:11]1[CH:16]=[CH:15][C:14]([O:17][CH2:18][CH2:19][N:20]=[N+]=[N-])=[C:13]([O:23][CH3:24])[CH:12]=1>CO.[Pd]>[CH3:1][C:2]1[CH:3]=[C:4]([CH:26]=[CH:27][C:28]=1[CH3:29])[O:5][CH2:6][CH2:7][NH:8][C:9](=[O:25])[CH2:10][C:11]1[CH:16]=[CH:15][C:14]([O:17][CH2:18][CH2:19][NH2:20])=[C:13]([O:23][CH3:24])[CH:12]=1. Reported procedure: 1.00 g (2.5 mmol) of N-{2-(3,4-dimethylphenoxy)ethyl}-4-(2-azidoethoxy)-3-methoxyphenylacetamide obtained in step 3 was dissolved in 100 ml of methanol and thereto was added 0.40 g of 10% Pd/C. The mixture was stirred under a hydrogen atmosphere at an ambient temperature for 5 hours. The reaction mixture was passed through a Celite™ layer to remove Pd/C, and the filtrate was concentrated under a reduced pressure to produce a residue, which was recrystallized form dichloromethane/hexane to obtain... Starting materials: C(C)OC(=O)C(C(=O)OCC)CC(C)C (Ethyl 2-(ethoxycarbonyl)-4-(methyl)pentanoate), [OH-].[Na+] (sodium hydroxide). The solvent is C(C)O (ethanol). Conditions: time 1 hour. Product: C(C)OC(=O)C(C(=O)O)CC(C)C (2-ethoxycarbonyl-4-methylpentanoic acid). RXN SMILES: [CH2:1]([O:3][C:4]([CH:6]([CH2:12][CH:13]([CH3:15])[CH3:14])[C:7]([O:9]CC)=[O:8])=[O:5])[CH3:2].[OH-].[Na+]>C(O)C>[CH2:1]([O:3][C:4]([CH:6]([CH2:12][CH:13]([CH3:14])[CH3:15])[C:7]([OH:9])=[O:8])=[O:5])[CH3:2] |f:1.2|. Procedure: Ethyl 2-(ethoxycarbonyl)-4-(methyl)pentanoate (6 g., 28 mM) was dissolved in ethanol (9 ml.) and 4 N-aqueous sodium hydroxide (7 ml.) was added. The mixture was stirred at ambient temperature for 1 hour and then evaporated. The residue was diluted with water (30 ml.) and the aqueous solution was washed with diethyl ether (3×10 ml.). The combined ethereal washings were backextracted with water (5 ml.). The combined aqueous phases were acidified to pH 3 at 0° C. with citric acid, and the resulting... The reactants are C(C)(C)(C)OC(NC1(CCC1)C1=CC=C(C=C1)C1=NC=2N(C=C1C1=CC=CC=C1)C=CN2)=O ({1-[4-(6-Phenyl-imidazo[1,2-a]pyrimidin-7-yl)-phenyl]-cyclobutyl}-carbamic Acid Tert-butyl Ester), C1CC(=O)N(C1=O)Br (NBS). Solvent: C(Cl)Cl (DCM), C(Cl)(Cl)Cl (CHCl3). Product: C(C)(C)(C)OC(NC1(CCC1)C1=CC=C(C=C1)C1=NC=2N(C=C1C1=CC=CC=C1)C(=CN2)Br)=O ({1-[4-(3-Bromo-6-phenyl-imidazo[1,2-a]pyrimidin-7-yl)-phenyl]-cyclobutyl}-carbamic Acid Tert-butyl Ester). The yield is 127.2%. As a reaction SMILES: [C:1]([O:5][C:6](=[O:33])[NH:7][C:8]1([C:12]2[CH:17]=[CH:16][C:15]([C:18]3[C:23]([C:24]4[CH:29]=[CH:28][CH:27]=[CH:26][CH:25]=4)=[CH:22][N:21]4[CH:30]=[CH:31][N:32]=[C:20]4[N:19]=3)=[CH:14][CH:13]=2)[CH2:11][CH2:10][CH2:9]1)([CH3:4])([CH3:3])[CH3:2].C1C(=O)N([Br:41])C(=O)C1>C(Cl)(Cl)Cl.C(Cl)Cl>[C:1]([O:5][C:6](=[O:33])[NH:7][C:8]1([C:12]2[CH:13]=[CH:14][C:15]([C:18]3[C:23]([C:24]4[CH:29]=[CH:28][CH:27]=[CH:26][CH:25]=4)=[CH:22][N:21]4[C:30]([Br:41])=[CH:31][N:32]=[C:20]4[N:19]=3)=[CH:16][CH:17]=2)[CH2:11][CH2:10][CH2:9]1)([CH3:4])([CH3:2])[CH3:3]. Procedure details: To a solution of compound 4-1 (100 mg, 0.227 mmol) in CHCl3 (5 mL) was added NBS (40 mg 0.227 mmol.) and the mixture was heated to reflux for 2 hrs. After cooling, the mixture was diluted with 15 mL of DCM, the combined organic phase was washed with 0.1N HCl(aq) and brine, dried over anhydrous Na2SO4 and concentrated. The residue was purified by prep.TLC to give 150 mg of 4-3. Reactants: C(C)NCC1(CCCCC1)N1CCN(CC1)C (1-[1-(Ethylaminomethyl)cyclohexyl]-4-methyl piperazine), Cl (HCl). Solvent: CCOCC (ether). Yields the product Cl.Cl.C(C)NCC1(CCCCC1)N1CCN(CC1)C (1-[1-(Ethylaminomethyl)cyclohexyl]-4-methyl piperazine, dihydrochloride). Reaction SMILES: [CH2:1]([NH:3][CH2:4][C:5]1([N:11]2[CH2:16][CH2:15][N:14]([CH3:17])[CH2:13][CH2:12]2)[CH2:10][CH2:9][CH2:8][CH2:7][CH2:6]1)[CH3:2].[ClH:18]>CCOCC>[ClH:18].[ClH:18].[CH2:1]([NH:3][CH2:4][C:5]1([N:11]2[CH2:12][CH2:13][N:14]([CH3:17])[CH2:15][CH2:16]2)[CH2:10][CH2:9][CH2:8][CH2:7][CH2:6]1)[CH3:2] |f:3.4.5|. Procedure: To a solution of 1-[1-(Ethylaminomethyl)cyclohexyl]-4-methyl piperazine (1.5 g.,) in ether (20 ml) was added excess of ethereal HCl. The suspension was evaporated to dryness and the residual oil was re-evaporated with ethanol/ether (x2). The residue was dissolved in a minimum amount of hot ethanol, the solution was cooled and excess isopropanol was added. The solid which separated was filtered and crystallised from ethanol/isopropanol to give 1-[1-(Ethylaminomethyl)cyclohexyl]-4-methyl piperazin...